This data is from the Open Reaction Database (ORD), a public repository of structured organic reaction records. The task is: describe an organic reaction: reactants, conditions, products, and yield The reactants are ClC1=CC=C(C=C1)OC (4-chloro-anisole), C(C1=CC=C(C=C1)OC)O (anisyl alcohol), C(C)(=O)[O-].[Na+] (sodium acetate), ClN1C(N(C(C1=O)(C)C)Cl)=O (dichlorodimethylhydantoin). Reagents/catalysts: CC1(CCCC(N1[O])(C)C)C (TEMPO). Solvent: C(Cl)Cl (methylene chloride). Reaction conditions: temperature 0 celsius, time 16 hour. Yields the product COC=1C=CC(=CC1)C=O (anisaldehyde). Isolated yield 91.1%. As a reaction SMILES: [CH2:1]([OH:10])[C:2]1[CH:7]=[CH:6][C:5]([O:8][CH3:9])=[CH:4][CH:3]=1.C([O-])(=O)C.[Na+].ClN1C(=O)C(C)(C)N(Cl)C1=O.ClC1C=CC(OC)=CC=1>C(Cl)Cl.CC1(C)N([O])C(C)(C)CCC1>[CH3:9][O:8][C:5]1[CH:4]=[CH:3][C:2]([CH:1]=[O:10])=[CH:7][CH:6]=1 |f:1.2,^1:42|. Procedure details: 5 g (36.2 mmol) of anisyl alcohol, 3.0 g (36.6 mmol) of sodium acetate and 4.2 g (21.3 mmol) of dichlorodimethylhydantoin were suspended in 40 ml of methylene chloride in a 100 ml sulphonation flask. The suspension was cooled to 0° C. while stirring and treated with 10 mg (0.06 mmol) of TEMPO, whereupon the mixture was held at 0° C. for 16 hours. Thereafter, the reaction had finished without 4-chloro-anisole being formed in any amount worth mentioning. The white precipitate was filtered off and ...